From a dataset of the Open Reaction Database (ORD), a public repository of structured organic reaction records. describe an organic reaction: reactants, conditions, products, and yield Starting materials: CS(=O)(C)(C)I (S,S-dimethylmethanesulfinyl iodide), CC(C)(C)[O-].[K+] (t-BuOK), BrC1=CC2=C(OCC(C3=C2N=C(S3)C(=O)OCC)=O)C=C1 (ethyl 9-bromo-4-oxo-4,5-dihydrobenzo[2,3]oxepino[4,5-d]thiazole-2-carboxylate). The solvent is ClCCl (dichloromethane), ClCCl (dichloromethane). Reaction conditions: time 5 hour. Product: BrC1=CC2=C(OCC3(OC3)C3=C2N=C(S3)C(=O)OCC)C=C1 (ethyl 9-bromo-5H-spiro[benzo[2,3]oxepino[4,5-d]thiazole-4,2′-oxirane]-2-carboxylate). Yield: 48.0%. RXN SMILES: CS(I)(C)(C)=O.[CH3:7][C:8]([O-:11])([CH3:10])[CH3:9].[K+].[Br:13][C:14]1[CH:33]=[CH:32][C:17]2[O:18]CC(=O)C3[S:25][C:24]([C:26]([O:28][CH2:29][CH3:30])=[O:27])=[N:23][C:22]=3[C:16]=2[CH:15]=1>ClCCl>[Br:13][C:14]1[CH:33]=[CH:32][C:17]2[O:18][CH2:7][C:8]3([C:10]4[S:25][C:24]([C:26]([O:28][CH2:29][CH3:30])=[O:27])=[N:23][C:22]=4[C:16]=2[CH:15]=1)[CH2:9][O:11]3 |f:1.2|. Procedure: Into a 100-mL 3-necked round-bottom flask purged and maintained with an inert atmosphere of nitrogen was placed a solution of S,S-dimethylmethanesulfinyl iodide (1.15 g, 5.23 mmol, 1.60 equiv), t-BuOK (4 mL, 1.20 equiv) in dichloromethane (5 mL) at room temperature After 30 minutes a solution of ethyl 9-bromo-4-oxo-4,5-dihydrobenzo[2,3]oxepino[4,5-d]thiazole-2-carboxylate (1.2 g, 3.26 mmol, 1.00 equiv) in dichloromethane (10 mL) was added slowly. The resulting solution was stirred for 5 h at roo... As a reaction SMILES: Br[CH:2]1[CH:8](Br)[CH2:7][CH2:6][N:5]([CH2:10][CH2:11][CH2:12][CH2:13][CH2:14][CH2:15][CH2:16][CH2:17][CH2:18][CH2:19][CH2:20][CH3:21])[C:4](=[O:22])[CH2:3]1.N1C(C)=CC=CC=1C>C1(C)C=CC=CC=1>[CH2:10]([N:5]1[CH2:6][CH:7]=[CH:8][CH:2]=[CH:3][C:4]1=[O:22])[CH2:11][CH2:12][CH2:13][CH2:14][CH2:15][CH2:16][CH2:17][CH2:18][CH2:19][CH2:20][CH3:21]. Procedure details: A solution of 3.4 g (7.72 mmol) of 4,5-dibromo-1-dodecylazacycloheptan-2-one in 5.79 g (0.054 mol) of 2,6-lutidine was refluxed for 3 hours. After standing at room temperature for 20 hours, toluene was added, and the solution was filtered. The filtrate was concentrated in vacuo and distilled to give 3.8 g of a crude oil which was subjected to flash chromatography (silica gel; 3:1 petroleum ether/ether V/V) to yield pure product. The product is C(CCCCCCCCCCC)N1C(C=CC=CC1)=O (1-Dodecylazacyclohept-3,5-dien-2-one). Yield: 177.4%. Conditions: time 20 hour. The reactants are BrC1CC(N(CCC1Br)CCCCCCCCCCCC)=O (4,5-dibromo-1-dodecylazacycloheptan-2-one), N1=C(C=CC=C1C)C (2,6-lutidine). The solvent is C1(=CC=CC=C1)C (toluene). The reactants are CI, COCCOC, CS(=O)(=O)CC(=O)CC1CCC(c2cc(F)ccc2F)(S(=O)(=O)c2ccc(Cl)cc2)CC1, [H-], [Na+]. Yields the product CC(C(=O)CC1CCC(c2cc(F)ccc2F)(S(=O)(=O)c2ccc(Cl)cc2)CC1)S(C)(=O)=O. RXN SMILES: [CH3:35][I:36].[CH3:37][O:38][CH2:39][CH2:40][O:41][CH3:42].[Cl:1][c:2]1[cH:3][cH:4][c:5]([S:8](=[O:9])(=[O:10])[C:11]2([c:25]3[c:26]([F:32])[cH:27][cH:28][c:29]([F:31])[cH:30]3)[CH2:12][CH2:13][CH:14]([CH2:17][C:18]([CH2:19][S:20](=[O:21])(=[O:22])[CH3:23])=[O:24])[CH2:15][CH2:16]2)[cH:6][cH:7]1.[H-:33].[Na+:34]>>[Cl:1][c:2]1[cH:3][cH:4][c:5]([S:8](=[O:9])(=[O:10])[C:11]2([c:25]3[c:26]([F:32])[cH:27][cH:28][c:29]([F:31])[cH:30]3)[CH2:12][CH2:13][CH:14]([CH2:17][C:18]([CH:19]([S:20](=[O:21])(=[O:22])[CH3:23])[CH3:35])=[O:24])[CH2:15][CH2:16]2)[cH:6][cH:7]1. The reactants are N1C=NC=C1 (imidazole), CS(=O)(=O)OCCCCCCC1=CC=C(C=C1)OCC=1N=C(OC1)\C=C\C1=CC=CC=C1 (6-[4-[2-[(E) -2-phenylethenyl]-4-oxazolylmethoxy]phenyl]hexyl methanesulfonate). Yields the product N1(C=NC=C1)CCCCCCC1=CC=C(OCC=2N=C(OC2)\C=C\C2=CC=CC=C2)C=C1 (4-[4-[6-(1-imidazolyl)hexyl]phenoxymethyl]-2-[(E)-2-phenylethenyl]oxazole). The yield is 66.0%. Reaction SMILES: [NH:1]1[CH:5]=[CH:4][N:3]=[CH:2]1.CS(O[CH2:11][CH2:12][CH2:13][CH2:14][CH2:15][CH2:16][C:17]1[CH:22]=[CH:21][C:20]([O:23][CH2:24][C:25]2[N:26]=[C:27](/[CH:30]=[CH:31]/[C:32]3[CH:37]=[CH:36][CH:35]=[CH:34][CH:33]=3)[O:28][CH:29]=2)=[CH:19][CH:18]=1)(=O)=O>>[N:1]1([CH2:11][CH2:12][CH2:13][CH2:14][CH2:15][CH2:16][C:17]2[CH:22]=[CH:21][C:20]([O:23][CH2:24][C:25]3[N:26]=[C:27](/[CH:30]=[CH:31]/[C:32]4[CH:33]=[CH:34][CH:35]=[CH:36][CH:37]=4)[O:28][CH:29]=3)=[CH:19][CH:18]=2)[CH:5]=[CH:4][N:3]=[CH:2]1. Procedure details: In substantially the same manner as in Working Example 8, imidazole was allowed to react with 6-[4-[2-[(E) -2-phenylethenyl]-4-oxazolylmethoxy]phenyl]hexyl methanesulfonate to give 4-[4-[6-(1-imidazolyl)hexyl]phenoxymethyl]-2-[(E)-2-phenylethenyl]oxazole. The yield was 66%. Recrystallization from ethyl acetate-hexane gave colorless prisms, mp 108-109° C. Reactants: C1(=CC=CC=C1)C(OCCCCCl)C1=CC=CC=C1 (4-(diphenylmethoxy)butyl chloride), N1CCNCC1 (piperazine). The product is C1(=CC=CC=C1)C(OCCCCN1CCNCC1)C1=CC=CC=C1 (1-[4-(Diphenylmethoxy)butyl]piperazine). Reaction SMILES: [C:1]1([CH:7]([C:14]2[CH:19]=[CH:18][CH:17]=[CH:16][CH:15]=2)[O:8][CH2:9][CH2:10][CH2:11][CH2:12]Cl)[CH:6]=[CH:5][CH:4]=[CH:3][CH:2]=1.[NH:20]1[CH2:25][CH2:24][NH:23][CH2:22][CH2:21]1>>[C:1]1([CH:7]([C:14]2[CH:19]=[CH:18][CH:17]=[CH:16][CH:15]=2)[O:8][CH2:9][CH2:10][CH2:11][CH2:12][N:20]2[CH2:25][CH2:24][NH:23][CH2:22][CH2:21]2)[CH:6]=[CH:5][CH:4]=[CH:3][CH:2]=1. Reported procedure: Using 4-(diphenylmethoxy)butyl chloride and piperazine, the procedure of Reference Example 16 was otherwise repeated to provide the title compoud. Starting materials: BrBr, CO, ClCCl, c1cnc2c(c1)CCN2, [Na+], [Na+], [Na+], O=C([O-])O, O=S([O-])([O-])=S. The product is Brc1cnc2c(c1)CCN2. As a reaction SMILES: [Br:1][Br:2].[CH3:27][OH:28].[Cl:24][CH2:25][Cl:26].[NH:3]1[CH2:4][CH2:5][c:6]2[c:7]1[n:8][cH:9][cH:10][cH:11]2.[Na+:16].[Na+:17].[Na+:18].[O-:12][C:13]([OH:14])=[O:15].[O-:19][S:20]([O-:21])(=[S:22])=[O:23]>>[Br:1][c:10]1[cH:9][n:8][c:7]2[c:6]([cH:11]1)[CH2:5][CH2:4][NH:3]2. Starting materials: N1C(=O)NC(=O)C=C1 (uracil), BrCC(=O)OCC (ethyl bromoacetate), C([O-])([O-])=O.[K+].[K+] (potassium carbonate), [I-].[Na+] (sodium iodide). The solvent is CS(=O)C (dimethyl sulfoxide), O (water). Reaction conditions: temperature 90 celsius, time 6 hour. Product: O=C1N(C=CC(N1)=O)CC(=O)OCC (ethyl 2,4-dioxo-1,2,3,4-tetrahydropyrimidine-1-acetate). Reaction SMILES: [NH:1]1[CH:8]=[CH:7][C:5](=[O:6])[NH:4][C:2]1=[O:3].Br[CH2:10][C:11]([O:13][CH2:14][CH3:15])=[O:12].C(=O)([O-])[O-].[K+].[K+].[I-].[Na+]>O.CS(C)=O>[O:3]=[C:2]1[NH:4][C:5](=[O:6])[CH:7]=[CH:8][N:1]1[CH2:10][C:11]([O:13][CH2:14][CH3:15])=[O:12] |f:2.3.4,5.6|. Procedure: A dimethyl sulfoxide solution (150 mL) containing 10.02 g of uracil, 3.3 mL of ethyl bromoacetate, 13.85 g of potassium carbonate and 4.52 g of sodium iodide was stirred at 90° C. for six hours. The reaction mixture was poured over water and the mixture was extracted with chloroform. The extracts were combined, dried over sodium sulfate and concentrated in vacuo. The concentrate was poured over a saturated saline solution, the mixture was extracted with ethyl acetate and the extract was dried ov... Reaction conditions: temperature 60 celsius, time 30 minute. Yields the product BrC=1C=C(C(=NC1)C(C)=O)C(F)(F)F (1-(5-Bromo-3-trifluoromethyl-pyridin-2-yl)-ethanone). As a reaction SMILES: N[C:2]1[CH:3]=[C:4]([C:11]([F:14])([F:13])[F:12])[C:5]([C:8](=[O:10])[CH3:9])=[N:6][CH:7]=1.N([O-])=O.[Na+].[BrH:19].[OH-].[Na+]>S(=O)(=O)(O)O.O>[Br:19][C:2]1[CH:3]=[C:4]([C:11]([F:14])([F:13])[F:12])[C:5]([C:8](=[O:10])[CH3:9])=[N:6][CH:7]=1 |f:1.2,4.5|. Procedure: To a mixture of 1-(5-amino-3-trifluoromethyl-pyridin-2-yl)-ethanone (408 mg, 2.0 mmol) in 75% sulfuric-acid (6 mL) at 0° C. add sodium nitrite (152 mg, 2.2 mmol) in water (1 mL). Stir the mixture for 30 minutes and add CuBr (343 mg, 2.4 mmol) and 48% HBr (2 mL). Heat the mixture at 60° C. for 30 minutes, cool to 0° C. and basify by dropwise addition of 10M sodium hydroxide. Extract the mixture with ethyl acetate (3×20 mL) and wash the combined organics with brine (50 mL). The organic extract is ... Run in O (water), S(O)(O)(=O)=O (sulfuric-acid). Starting materials: N(=O)[O-].[Na+] (sodium nitrite), [OH-].[Na+] (sodium hydroxide), NC=1C=C(C(=NC1)C(C)=O)C(F)(F)F (1-(5-amino-3-trifluoromethyl-pyridin-2-yl)-ethanone), CuBr, Br (HBr). Reactants: N(=C=O)CC1CC(CCC1)CN=C=O (1,3-bis(isocyanatomethyl)cyclohexane), NC1C(CCCC1)N (1,2-diaminocyclohexane), C(C=C)(=O)OCC(COC1=CC=CC=C1)O (2-hydroxy-3-phenoxypropyl acrylate), C(C=C)(=O)OCCO (2-hydroxyethyl acrylate), C(CCCCCCCCCCC)(=O)[O-].C(CCCCCCCCCCC)(=O)[O-].C(CCC)[Sn+2]CCCC (dibutyltin dilaurate). The reagents and catalysts are catalyst. Run at temperature 64 celsius, time 5 hour. Product: NC(=O)OCC.NC(=O)N (Urethane Urea). RXN SMILES: [N:1](CC1CCCC(C[N:12]=[C:13]=[O:14])C1)=C=O.C([O-])(=O)CCCCCCCCCCC.C([O-])(=O)CCCCCCCCCCC.C([Sn+2]CCCC)CCC.[C:52]([O:56][CH2:57][CH:58](O)COC1C=CC=CC=1)(=[O:55])C=C.C(OCCO)(=O)C=C.[NH2:76]C1CCCCC1N>>[NH2:1][C:52]([O:56][CH2:57][CH3:58])=[O:55].[NH2:76][C:13]([NH2:12])=[O:14] |f:1.2.3,7.8|. Procedure details: A 250 mL flask was charged with 19.4 grams (0.10 mol) of 1,3-bis(isocyanatomethyl)cyclohexane under dry nitrogen flow and heated to about 64° C. under positive nitrogen pressure. To this reaction mixture, 2 drops of catalyst dibutyltin dilaurate were added. A mixture of 10.5 grams (0.047 mol) of 2-hydroxy-3-phenoxypropyl acrylate and 16.15 grams (0.139 mol) of 2-hydroxyethyl acrylate containing 0.05 grams of BHT as an inhibitor was prepared and added over a period of one hour and 25 minutes whil... Reactants: Sc1c(Cl)c(Cl)c(Cl)c(Cl)c1Cl, O=S(=O)=O, O=[N+]([O-])O, O=S(=O)(O)O. Product: O=[N+]([O-])c1c(Cl)c(Cl)c(Cl)c(Cl)c1Cl. RXN SMILES: [Cl:1][c:2]1[c:3]([Cl:12])[c:4]([Cl:11])[c:5]([Cl:10])[c:6]([Cl:9])[c:7]1[SH:8].[O:22]=[S:23](=[O:24])=[O:25].[OH:13][N+:14]([O-:15])=[O:16].[S:17](=[O:18])(=[O:19])([OH:20])[OH:21]>>[Cl:1][c:2]1[c:3]([Cl:12])[c:4]([Cl:11])[c:5]([Cl:10])[c:6]([Cl:9])[c:7]1[N+:14](=[O:13])[O-:15].